This data is from the Open Reaction Database (ORD), a public repository of structured organic reaction records. The task is: describe an organic reaction: reactants, conditions, products, and yield Starting materials: C[Si](C)(C)CCOC(=O)Nc1cc([N+](=O)[O-])ccc1F, CO. The product is C[Si](C)(C)CCOC(=O)Nc1cc(N)ccc1F. As a reaction SMILES: [CH3:1][Si:2]([CH2:3][CH2:4][O:5][C:6]([NH:7][c:8]1[c:9]([F:17])[cH:10][cH:11][c:12]([N+:14]([O-:15])=[O:16])[cH:13]1)=[O:18])([CH3:19])[CH3:20].[CH3:21][OH:22]>>[CH3:1][Si:2]([CH2:3][CH2:4][O:5][C:6]([NH:7][c:8]1[c:9]([F:17])[cH:10][cH:11][c:12]([NH2:14])[cH:13]1)=[O:18])([CH3:19])[CH3:20].